This data is from the Open Reaction Database (ORD), a public repository of structured organic reaction records. The task is: describe an organic reaction: reactants, conditions, products, and yield Starting materials: OBO, CCn1c(=O)c(Br)cc2cnc(Nc3ccc(N4CCN(C)CC4)cc3)nc21, CN(C)C=O, COC(=O)c1cccc(Cl)c1, [K+], [K+], [K+], O, O=P([O-])([O-])[O-]. Reaction SMILES: [BH:29]([OH:30])[OH:31].[Br:1][c:2]1[cH:3][c:4]2[c:5]([n:6][c:7]([NH:10][c:11]3[cH:12][cH:13][c:14]([N:17]4[CH2:18][CH2:19][N:20]([CH3:23])[CH2:21][CH2:22]4)[cH:15][cH:16]3)[n:8][cH:9]2)[n:24]([CH2:27][CH3:28])[c:25]1=[O:26].[CH3:51][N:52]([CH3:53])[CH:54]=[O:55].[Cl:32][c:33]1[cH:34][cH:35][cH:36][c:37]([C:39](=[O:40])[O:41][CH3:42])[cH:38]1.[K+:48].[K+:49].[K+:50].[OH2:56].[P:43]([O-:44])([O-:45])([O-:46])=[O:47]>>[c:2]1(-[c:34]2[c:33]([Cl:32])[cH:38][c:37]([C:39](=[O:40])[O:41][CH3:42])[cH:36][cH:35]2)[cH:3][c:4]2[c:5]([n:6][c:7]([NH:10][c:11]3[cH:12][cH:13][c:14]([N:17]4[CH2:18][CH2:19][N:20]([CH3:23])[CH2:21][CH2:22]4)[cH:15][cH:16]3)[n:8][cH:9]2)[n:24]([CH2:27][CH3:28])[c:25]1=[O:26]. The product is CCn1c(=O)c(-c2ccc(C(=O)OC)cc2Cl)cc2cnc(Nc3ccc(N4CCN(C)CC4)cc3)nc21.